This data is from the Open Reaction Database (ORD), a public repository of structured organic reaction records. The task is: describe an organic reaction: reactants, conditions, products, and yield The reactants are C(=O)(N1C=NC=C1)N1C=NC=C1 (carbonyidiimidazole), ClC1=NC=NC(=C1[N+](=O)[O-])Cl (4,6-dichloro-5-nitropyrimidine), CN1CCC(CC1)NC (1-methyl-4-(methylamino)piperidine), C(C)C=1NC=CN1 (2-ethylimidazole), C1=CCCCC1 (cyclohexene). Reagents/catalysts: [Pd] (palladium on carbon). The solvent is C(C)O (ethanol). Product: C(C)C1=NC=C2C(NC=3C(=NC=NC3N21)NCC2CCN(CC2)C)=O (9-Ethyl-4-[(1-methylpiperidin-4-yl)methylamino]imidazo[5,1 -h]pteridin-6(5H)-one). Reaction SMILES: ClC1C([N+]([O-])=[O:9])=C(Cl)N=CN=1.[CH3:12][N:13]1[CH2:18][CH2:17][CH:16](NC)[CH2:15][CH2:14]1.[CH2:21]([C:23]1[NH:24][CH:25]=[CH:26][N:27]=1)[CH3:22].C1CCCCC=1.[C:34]([N:41]1[CH:45]=[CH:44][N:43]=[CH:42]1)([N:36]1C=[CH:39][N:38]=[CH:37]1)=O>[Pd].C(O)C>[CH2:21]([C:23]1[N:27]2[C:26]([C:42](=[O:9])[NH:43][C:44]3[C:37]([NH:38][CH2:39][CH:16]4[CH2:15][CH2:14][N:13]([CH3:12])[CH2:18][CH2:17]4)=[N:36][CH:34]=[N:41][C:45]=32)=[CH:25][N:24]=1)[CH3:22]. Procedure details: Prepared by treatment of 4,6-dichloro-5-nitropyrimidine with 1-methyl-4-(methylamino)piperidine followed by reaction with 2-ethylimidazole, reduction with palladium on carbon and cyclohexene in refluxing ethanol, and cyclization with carbonyidiimidazole.